From a dataset of the Open Reaction Database (ORD), a public repository of structured organic reaction records. describe an organic reaction: reactants, conditions, products, and yield Starting materials: C(CC1=CC=CC=C1)Cl (phenethylchloride), COC(C1=CC(=C(C=C1)C#N)O)=O (4-cyano-3-hydroxybenzoic acid methyl ester), C(=O)([O-])[O-].[Cs+].[Cs+] (Cs2CO3). Run in CN(C)C=O (DMF). Reaction conditions: time 16 hour. Product: COC(C1=CC(=C(C=C1)C#N)OCCC1=CC=CC=C1)=O (4-Cyano-3-phenethyloxy-benzoic acid methyl ester). As a reaction SMILES: [CH3:1][O:2][C:3](=[O:13])[C:4]1[CH:9]=[CH:8][C:7]([C:10]#[N:11])=[C:6]([OH:12])[CH:5]=1.[CH2:14](Cl)[CH2:15][C:16]1[CH:21]=[CH:20][CH:19]=[CH:18][CH:17]=1.C([O-])([O-])=O.[Cs+].[Cs+]>CN(C=O)C>[CH3:1][O:2][C:3](=[O:13])[C:4]1[CH:9]=[CH:8][C:7]([C:10]#[N:11])=[C:6]([O:12][CH2:14][CH2:15][C:16]2[CH:21]=[CH:20][CH:19]=[CH:18][CH:17]=2)[CH:5]=1 |f:2.3.4|. Reported procedure: 4-cyano-3-hydroxybenzoic acid methyl ester, Example 34, Step 3 (300 mg, 1.7 mmol) was dissolved in DMF (8.5 ml) and treated with phenethylchloride (224 μl, 1.7 mmol). Cs2CO3 (610 mg, 1.87 mmol) was then added and the reaction mixture stirred at room temp. for 16 hours. The mixture was filtered and washed with DMF(3×10 mL). The solvent was removed in vacuo and the residue was purified by flash chromatography (10% EtOAc/Hexane) to yield the desired product. Starting materials: CC(NC(=O)OC(C)(C)C)c1ccc(N)c(I)c1, C1CCOC1, I[Cu]I, C#Cc1ccccc1. Product: CC(NC(=O)OC(C)(C)C)c1ccc(N)c(C#Cc2ccccc2)c1. As a reaction SMILES: [C:1]([CH3:2])([CH3:3])([CH3:4])[O:5][C:6]([NH:7][CH:8]([CH3:9])[c:10]1[cH:11][c:12]([I:17])[c:13]([NH2:16])[cH:14][cH:15]1)=[O:18].[CH2:27]1[O:28][CH2:29][CH2:30][CH2:31]1.[Cu:32]([I:33])[I:34].[c:19]1([C:25]#[CH:26])[cH:20][cH:21][cH:22][cH:23][cH:24]1>>[C:1]([CH3:2])([CH3:3])([CH3:4])[O:5][C:6]([NH:7][CH:8]([CH3:9])[c:10]1[cH:11][c:12]([C:26]#[C:25][c:19]2[cH:20][cH:21][cH:22][cH:23][cH:24]2)[c:13]([NH2:16])[cH:14][cH:15]1)=[O:18]. The reactants are C(C=C)(=O)NC(CS(=O)(=O)O)(C)C (2-acrylamido-2-methylpropanesulfonic acid), C(C=C)(=O)O (acrylic acid), C(C=C)#N (acrylonitrile). The solvent is O (water), O (water). The product is NC(=O)N (urea), C1(O)=CC(O)=CC=C1 (resorcin). RXN SMILES: [C:1]([OH:5])(=O)[CH:2]=[CH2:3].[C:6](#[N:9])[CH:7]=[CH2:8].[C:10]([NH:14]C(C)(C)CS(O)(=O)=O)(=[O:13])C=C>O>[NH2:9][C:10]([NH2:14])=[O:13].[C:1]1([CH:2]=[CH:3][CH:8]=[C:7]([OH:13])[CH:6]=1)[OH:5]. Procedure details: Thoroughly mixed were 50 parts of an anionic water-soluble polymer (a 20 wt. % aqueous solution; viscosity: 300 cps) having a monomer composition of 55 mole % acrylic acid, 40 mole % acrylonitrile and 5 mole % of 2-acrylamido-2-methylpropanesulfonic acid and obtained by radical-polymerizing the monomers in an aqueous system, 10 parts of urea, 1 part of resorcin and 250 parts of water. The pH of the resultant mixture was adjusted to 3.3 with a 20% aqueous NaOH solution. Then, as core materials, 2... Starting materials: COC(=O)c1ncn2cc(Br)sc12, CC[Al+]CC, CNOC, [Cl-], ClCCl, Cl, O=P([O-])([O-])[O-]. The product is CON(C)C(=O)c1ncn2cc(Br)sc12. As a reaction SMILES: [Br:12][c:13]1[cH:14][n:15]2[c:16]([s:17]1)[c:18]([C:21]([O:23][CH3:22])=[O:24])[n:19][cH:20]2.[CH2:2]([Al+:3][CH2:4][CH3:5])[CH3:6].[CH3:8][NH:9][O:10][CH3:11].[Cl-:1].[Cl:30][CH2:31][Cl:32].[ClH:7].[O-:25][P:26](=[O:27])([O-:28])[O-:29]>>[CH3:8][N:9]([O:10][CH3:11])[C:21]([c:18]1[c:16]2[n:15]([cH:14][c:13]([Br:12])[s:17]2)[cH:20][n:19]1)=[O:23]. Reactants: C12C(C3CC(CC(C1)C3)C2)N2NC(C2=O)(C)C (2-(Adamantan-2-yl)-4,4-dimethyl-1,2-diazetidin-3-one), FC1=CC(=C(CBr)C=C1)C(F)(F)F (4-fluoro-2-(trifluoromethyl)benzyl bromide). Product: FC1=CC(=C(CN2N(C(C2(C)C)=O)C2C3CC4CC(CC2C4)C3)C=C1)C(F)(F)F (1-[4-fluoro-2-(trifluoromethyl)benzyl]-4,4-dimethyl-2-(adamantan-2-yl)-1,2-diazetidin-3-one). RXN SMILES: [CH:1]12[CH2:10][CH:5]3[CH2:6][CH:7]([CH2:9][CH:3]([CH2:4]3)[CH:2]1[N:11]1[C:14](=[O:15])[C:13]([CH3:17])([CH3:16])[NH:12]1)[CH2:8]2.[F:18][C:19]1[CH:26]=[CH:25][C:22]([CH2:23]Br)=[C:21]([C:27]([F:30])([F:29])[F:28])[CH:20]=1>>[F:18][C:19]1[CH:26]=[CH:25][C:22]([CH2:23][N:12]2[C:13]([CH3:17])([CH3:16])[C:14](=[O:15])[N:11]2[CH:2]2[CH:3]3[CH2:4][CH:5]4[CH2:6][CH:7]([CH2:8][CH:1]2[CH2:10]4)[CH2:9]3)=[C:21]([C:27]([F:28])([F:29])[F:30])[CH:20]=1. Procedure: 2-(Adamantan-2-yl)-4,4-dimethyl-1,2-diazetidin-3-one and 4-fluoro-2-(trifluoromethyl)benzyl bromide were used for a similar reaction and treatment as Process 6 of Example 1, and the title compound was obtained as a colorless oil. The reactants are CO, Nc1nc(C(=O)C(=O)O)cs1, CC(C)(ON)C(=O)OC(c1ccccc1)c1ccccc1. Product: CC(C)(ON=C(C(=O)O)c1csc(N)n1)C(=O)OC(c1ccccc1)c1ccccc1. RXN SMILES: [CH3:33][OH:34].[NH2:22][c:23]1[s:24][cH:25][c:26]([C:28]([C:29](=[O:30])[OH:31])=[O:32])[n:27]1.[c:1]1([CH:7]([O:8][C:9](=[O:10])[C:11]([CH3:12])([CH3:13])[O:14][NH2:15])[c:16]2[cH:17][cH:18][cH:19][cH:20][cH:21]2)[cH:2][cH:3][cH:4][cH:5][cH:6]1>>[c:1]1([CH:7]([O:8][C:9](=[O:10])[C:11]([CH3:12])([CH3:13])[O:14][N:15]=[C:28]([c:26]2[cH:25][s:24][c:23]([NH2:22])[n:27]2)[C:29](=[O:30])[OH:31])[c:16]2[cH:17][cH:18][cH:19][cH:20][cH:21]2)[cH:2][cH:3][cH:4][cH:5][cH:6]1. The product is C(C)S(=O)(=O)C=1C=C2/C(/C(NC2=CC1)=O)=C/C=1NC=2CCCCC2C1CCCN1CCN(CC1)CC(=O)O ([4-(3-{2-[5-ethanesulfonyl-2-oxo-1,2-dihydro-indol-(3Z)-ylidenemethyl]-4,5,6,7-tetrahydro-1H-indol-3-yl}-propyl)-piperazin-1-yl]-acetic acid). Reported procedure: {(4-[3-(2-Formyl-4,5,6,7-tetrahydro-1H-indol-3-yl)-propyl]-piperazin-1-yl}-acetic acid (50 mg, 0.15 mmol), prepared as described in Example 18, was condensed with 5-ethylsulfonyloxindole (66 mg, 60% pure) following the same procedure used in example 1. The formed solid was purified by flash chromatography, eluting with (dichloromethane: methanol 8:1, 5:1:0.01 acetic acid) to give 25 mg of the desired product. RXN SMILES: [CH:1]([C:3]1[NH:4][C:5]2[CH2:6][CH2:7][CH2:8][CH2:9][C:10]=2[C:11]=1[CH2:12][CH2:13][CH2:14][N:15]1[CH2:20][CH2:19][N:18]([CH2:21][C:22]([OH:24])=[O:23])[CH2:17][CH2:16]1)=O.[CH2:25]([S:27]([C:30]1[CH:31]=[C:32]2[C:36](=[CH:37][CH:38]=1)[NH:35][C:34](=[O:39])[CH2:33]2)(=[O:29])=[O:28])[CH3:26]>>[CH2:25]([S:27]([C:30]1[CH:31]=[C:32]2[C:36](=[CH:37][CH:38]=1)[NH:35][C:34](=[O:39])/[C:33]/2=[CH:1]\[C:3]1[NH:4][C:5]2[CH2:6][CH2:7][CH2:8][CH2:9][C:10]=2[C:11]=1[CH2:12][CH2:13][CH2:14][N:15]1[CH2:16][CH2:17][N:18]([CH2:21][C:22]([OH:24])=[O:23])[CH2:19][CH2:20]1)(=[O:28])=[O:29])[CH3:26]. Yield: 30.8%. Starting materials: C(=O)C=1NC=2CCCCC2C1CCCN1CCN(CC1)CC(=O)O ((4-[3-(2-Formyl-4,5,6,7-tetrahydro-1H-indol-3-yl)-propyl]-piperazin-1-yl}-acetic acid), C(C)S(=O)(=O)C=1C=C2CC(NC2=CC1)=O (5-ethylsulfonyloxindole).